This data is from the Open Reaction Database (ORD), a public repository of structured organic reaction records. The task is: describe an organic reaction: reactants, conditions, products, and yield Starting materials: COC(=O)C(=CCC1CCCC1)c1ccc(F)c(F)c1, CCO, [Na+], [OH-]. Product: O=C(O)C(=CCC1CCCC1)c1ccc(F)c(F)c1. Reaction SMILES: [CH3:1][O:2][C:3]([C:4](=[CH:5][CH2:6][CH:7]1[CH2:8][CH2:9][CH2:10][CH2:11]1)[c:12]1[cH:13][c:14]([F:19])[c:15]([F:18])[cH:16][cH:17]1)=[O:20].[CH3:23][CH2:24][OH:25].[Na+:22].[OH-:21]>>[O:2]=[C:3]([C:4](=[CH:5][CH2:6][CH:7]1[CH2:8][CH2:9][CH2:10][CH2:11]1)[c:12]1[cH:13][c:14]([F:19])[c:15]([F:18])[cH:16][cH:17]1)[OH:20]. Starting materials: C(C)(C)(C)[Si](OCC(C(CC#N)=O)(C)C)(C1=CC=CC=C1)C1=CC=CC=C1 (5-(tert-Butyl-diphenyl-silanyloxy)-4,4-dimethyl-3-oxo-pentanenitrile), Cl.C(C1=CC=CC=C1)OC=1C=C(C=CC1)NN (3-benzyloxyphenylhydrazine hydrochloride), CCN(C(C)C)C(C)C (DIPEA). Run in CCOC(=O)C (EtOAc), C(C)O (ethanol). Yields the product C(C1=CC=CC=C1)OC=1C=C(C=CC1)N1N=C(C=C1N)C(CO[Si](C1=CC=CC=C1)(C1=CC=CC=C1)C(C)(C)C)(C)C (2-(3-Benzyloxy-phenyl)-5-[2-(tert-butyl-diphenyl-silanyloxy)-1,1-dimethyl-ethyl]-2H-pyrazol-3-ylamine). The yield is 107.0%. As a reaction SMILES: [C:1]([Si:5]([C:22]1[CH:27]=[CH:26][CH:25]=[CH:24][CH:23]=1)([C:16]1[CH:21]=[CH:20][CH:19]=[CH:18][CH:17]=1)[O:6][CH2:7][C:8]([CH3:15])([CH3:14])[C:9](=O)[CH2:10][C:11]#[N:12])([CH3:4])([CH3:3])[CH3:2].Cl.[CH2:29]([O:36][C:37]1[CH:38]=[C:39]([NH:43][NH2:44])[CH:40]=[CH:41][CH:42]=1)[C:30]1[CH:35]=[CH:34][CH:33]=[CH:32][CH:31]=1.CCN(C(C)C)C(C)C>C(O)C.CCOC(C)=O>[CH2:29]([O:36][C:37]1[CH:38]=[C:39]([N:43]2[C:11]([NH2:12])=[CH:10][C:9]([C:8]([CH3:15])([CH3:14])[CH2:7][O:6][Si:5]([C:1]([CH3:4])([CH3:3])[CH3:2])([C:22]3[CH:27]=[CH:26][CH:25]=[CH:24][CH:23]=3)[C:16]3[CH:21]=[CH:20][CH:19]=[CH:18][CH:17]=3)=[N:44]2)[CH:40]=[CH:41][CH:42]=1)[C:30]1[CH:31]=[CH:32][CH:33]=[CH:34][CH:35]=1 |f:1.2|. Procedure: A solution of Intermediate 153b (1.00 g, 2.63 mmol) in ethanol (IMS grade, 20 mL) was treated with 3-benzyloxyphenylhydrazine hydrochloride (0.66 mL, 2.63 mmol) then DIPEA (0.46 mL, 2.63 mmol) and the mixture was heated to reflux for 114 h. The cooled reaction mixture was diluted with EtOAc and a saturated aqueous sodium bicarbonate solution and the mixture was filtered and the phases separated. The aqueous layer was extracted with EtOAc (×2) and the combined organic phase was washed with brine,... Reactants: OC1=CC(=CC2=CC=CC=C12)O (1,3-dihydroxynaphthalene), Cl (hydrochloride), CO (methanol). Conditions: time 24 hour. Product: COC=1C=C(C2=CC=CC=C2C1)O (3-methoxy-1-naphthol). Isolated yield 57.0%. Reaction SMILES: [OH:1][C:2]1[C:11]2[C:6](=[CH:7][CH:8]=[CH:9][CH:10]=2)[CH:5]=[C:4]([OH:12])[CH:3]=1.Cl.[CH3:14]O>>[CH3:14][O:12][C:4]1[CH:3]=[C:2]([OH:1])[C:11]2[C:6]([CH:5]=1)=[CH:7][CH:8]=[CH:9][CH:10]=2. Procedure: To a stirring solution of 1,3-dihydroxynaphthalene (2.31 g, 14.4 mmol) in methanol (150 mL) at 0° C., hydrochloride gas was bubbed for 10 min. The resulting solution was continued stirring at room temperature for 24 hrs. A residue was obtained after evaporation of methanol and purified by silica gel column chromatography eluted with chloroform to provide the title compound as purple crystals (1.42 g, 57%). 1H NMR(300 MHz CDCl3) δ8.08(d, 1H), 7.70(d, 1H), 7.46(t, 1H), 7.34(t, 1H), 6.78 (s, 1H), 6...